Dataset: the Open Reaction Database (ORD), a public repository of structured organic reaction records. Task: describe an organic reaction: reactants, conditions, products, and yield Reactants: [Li]CCCC, CCCCCC, CN(C)C1=CCc2ccccc21. The product is [Li]C1(N(C)C)C=Cc2ccccc21. RXN SMILES: [CH3:13][CH2:14][CH2:15][CH2:16][Li:17].[CH3:18][CH2:19][CH2:20][CH2:21][CH2:22][CH3:23].[CH3:1][N:2]([C:3]1=[CH:4][CH2:5][c:6]2[cH:7][cH:8][cH:9][cH:10][c:11]21)[CH3:12]>>[CH3:1][N:2]([C:3]1([Li:17])[CH:4]=[CH:5][c:6]2[cH:7][cH:8][cH:9][cH:10][c:11]21)[CH3:12]. Product: COC(C1=CC=C(C=C1)OC(CO)=O)=O (4-(2-Hydroxy-acetoxy)-benzoic acid methyl ester). Run in CO (methanol). RXN SMILES: [CH3:1][O:2][C:3](=[O:22])[C:4]1[CH:9]=[CH:8][C:7]([O:10][C:11](=[O:21])[CH2:12][O:13]CC2C=CC=CC=2)=[CH:6][CH:5]=1>CO.[Pd]>[CH3:1][O:2][C:3](=[O:22])[C:4]1[CH:5]=[CH:6][C:7]([O:10][C:11](=[O:21])[CH2:12][OH:13])=[CH:8][CH:9]=1. Procedure: 4-(2-Benzyloxy-acetoxy)-benzoic acid methyl ester 40 (2 grams, 6.66 mmol) is dissolved in methanol (50 ml) in a pressure vessel, palladium on carbon (50% wet, 5%, 5 grams) added and the mixture stirred under an atmosphere of hydrogen (4 Kg) for 16 hours. The catalyst is removed by filtration and distilled off the methanol. The crude 41 can be crystallized from a mixture of chloroform:hexane (1:6) to get the desired product. Reagents/catalysts: [Pd] (palladium on carbon). Conditions: time 16 hour. Reactants: COC(C1=CC=C(C=C1)OC(COCC1=CC=CC=C1)=O)=O (4-(2-Benzyloxy-acetoxy)-benzoic acid methyl ester). Yields the product NC(=S)C1=CC(=C(OCCCOC=2C=C3C=CN(C3=CC2)CC(=O)OC)C=C1)CCC (methyl (5-{3-[4-(aminocarbonothioyl)-2-propylphenoxy]-propoxy}-1H-indol-1-yl)acetate). Reactants: S (Hydrogen sulfide), C(#N)C1=CC(=C(OCCCOC=2C=C3C=CN(C3=CC2)CC(=O)OC)C=C1)CCC (methyl {5-[3-(4-cyano-2-propylphenoxy)propoxy]-1H-indol-1-yl}acetate), C(C)NCC (Diethyl amine). Run in CN(C)C=O (DMF). Run at temperature 70 celsius. As a reaction SMILES: [SH2:1].[C:2]([C:4]1[CH:28]=[CH:27][C:7]([O:8][CH2:9][CH2:10][CH2:11][O:12][C:13]2[CH:14]=[C:15]3[C:19](=[CH:20][CH:21]=2)[N:18]([CH2:22][C:23]([O:25][CH3:26])=[O:24])[CH:17]=[CH:16]3)=[C:6]([CH2:29][CH2:30][CH3:31])[CH:5]=1)#[N:3].C(NCC)C>CN(C=O)C>[NH2:3][C:2]([C:4]1[CH:28]=[CH:27][C:7]([O:8][CH2:9][CH2:10][CH2:11][O:12][C:13]2[CH:14]=[C:15]3[C:19](=[CH:20][CH:21]=2)[N:18]([CH2:22][C:23]([O:25][CH3:26])=[O:24])[CH:17]=[CH:16]3)=[C:6]([CH2:29][CH2:30][CH3:31])[CH:5]=1)=[S:1]. Procedure details: Hydrogen sulfide was passed through a solution of methyl {5-[3-(4-cyano-2-propylphenoxy)propoxy]-1H-indol-1-yl}acetate (Example 51, 787 mg, 1.94 mmol) in DMF (15 mL) for 30 minutes at rt. Diethyl amine (0.3 mL, 2.90 mmol) was added, and the solution was heated to 70° C. for 3 h. The reaction mixture was cooled to rt, and the residual H2S was removed by passing argon through the reaction mixture for 30 minutes. The solvent was evaporated under reduced pressure and the residue was filtered through... The reactants are C(#C)C1(CCCC1)O (1-ethynylcyclopentanol), Cl (HCl), [H-].[Na+] (sodium hydride), BrCC(=O)OC (methyl bromoacetate). The solvent is O1CCCC1 (tetrahydrofuran), C(C)(=O)OCC (ethyl acetate), O1CCCC1 (tetrahydrofuran). Reaction conditions: time 1 hour. Yields the product COC(COC1(CCCC1)C#C)=O (Methyl[(1-ethynylcyclopentyl)oxy]acetate). As a reaction SMILES: [H-].[Na+].[C:3]([C:5]1([OH:10])[CH2:9][CH2:8][CH2:7][CH2:6]1)#[CH:4].Br[CH2:12][C:13]([O:15][CH3:16])=[O:14].Cl>O1CCCC1.C(OCC)(=O)C>[CH3:16][O:15][C:13](=[O:14])[CH2:12][O:10][C:5]1([C:3]#[CH:4])[CH2:9][CH2:8][CH2:7][CH2:6]1 |f:0.1|. Procedure: A mechanically stirred suspension of sodium hydride (60% dispersion in mineral oil, 1.5 g, 38 mmol) in tetrahydrofuran (10 mL) at 0 C. under nitrogen was treated with a solution of 1-ethynylcyclopentanol (5.0 g, 45 mmol) in tetrahydrofuran (20 mL) over 15 minutes. After stirring at 0 C. for 1 hour, the mixture was treated with methyl bromoacetate (5.4 mL, 56 mmol). after stirring at ambient temperature for 16 hours, the mixture was treated with 2M HCl (25 mL) and then treated with ethyl acetate ... The reactants are N[C@@H](C)C(=O)O (L-alanine), N[C@@H](CC1=CC=CC=C1)C(=O)O (L-phenylalanine), N[C@H](C)C(=O)O (D-alanine), C1(=CC=CC=C1)CC(C(=O)[O-])=O (phenylpyruvate). Yields the product N[C@H](CC1=CC=CC=C1)C(=O)O (D-phenylalanine), N[C@@H](CC1=CC=CC=C1)C(=O)O (L-phenylalanine). RXN SMILES: N[C@H](C(O)=O)C.[NH2:7][C@H:8]([C:16]([OH:18])=[O:17])[CH2:9][C:10]1[CH:15]=[CH:14][CH:13]=[CH:12][CH:11]=1.N[C@@H](C(O)=O)C.C1(CC(=O)C([O-])=O)C=CC=CC=1>>[NH2:7][C@@H:8]([C:16]([OH:18])=[O:17])[CH2:9][C:10]1[CH:15]=[CH:14][CH:13]=[CH:12][CH:11]=1.[NH2:7][C@H:8]([C:16]([OH:18])=[O:17])[CH2:9][C:10]1[CH:15]=[CH:14][CH:13]=[CH:12][CH:11]=1. Procedure details: Using cultures of recombinant cells of the present invention with the addition of D-, L-alanine and L-phenylalanine as additional sources of D-alanine and phenylpyruvate substrates for the D-aminotransferase gene product resulted in the production of 13.66 g/l of D-phenylalanine and 0.47 g/l of L-phenylalanine, a 94% enantiomeric excess. In the case where only D-, L-alanine was added to the cultures during the fermentation process resulted in the production of 4.15 g/l of D-phenylalanine and no ... Starting materials: [OH-].[K+] (potassium hydroxide), COC(CC(C)=O)OC (1,1-dimethoxy-3-butanone), NC1CC(CC(C1)C1=C(C=CC(=C1)Cl)F)=O (1-amino-5-(5-chloro-2-fluorophenyl)cyclohexan-3-one), COC(CC(C)=O)OC (1,1-dimethoxy-3-butanone), C1(=CC=CC=C1)C (toluene), [OH-].[K+] (potassium hydroxide), [OH-].[K+] (potassium hydroxide), [OH-].[K+] (potassium hydroxide), [OH-].[K+] (potassium hydroxide). Run in C(C)O (ethanol). Product: Cl.ClC=1C=CC(=C(C1)C1CC(C=2C(=CC=NC2C1)C)=O)F (7-(5-chloro-2-fluorophenyl)-4-methyl-5,6,7,8-tetrahydroquinolin-5-one hydrochloride). Reaction SMILES: [NH2:1][CH:2]1[CH2:7][CH:6]([C:8]2[CH:13]=[C:12]([Cl:14])[CH:11]=[CH:10][C:9]=2[F:15])[CH2:5][C:4](=[O:16])[CH2:3]1.CO[CH:19](OC)[CH2:20][C:21](=O)[CH3:22].C1(C)C=CC=CC=1.[OH-].[K+]>C(O)C>[ClH:14].[Cl:14][C:12]1[CH:11]=[CH:10][C:9]([F:15])=[C:8]([CH:6]2[CH2:7][C:2]3[N:1]=[CH:19][CH:20]=[C:21]([CH3:22])[C:3]=3[C:4](=[O:16])[CH2:5]2)[CH:13]=1 |f:3.4,6.7|. Reported procedure: To a mixture of 1-amino-5-(5-chloro-2-fluorophenyl)cyclohexan-3-one (1.33 g), 1,1-dimethoxy-3-butanone (2 ml), toluene (20 ml) and ethanol (9 ml) was added granulated potassium hydroxide (0.4 g) at 110-115° C. while stirring. Just after potassium hydroxide was dissolved, granulated potassium hydroxide (0.3 g) was added to the mixture. With 30 minutes intervals, granulated potassium hydroxide (0.1 g) was added three times to the mixture. To the mixture was added 1,1-dimethoxy-3-butanone (1ml) 2 h... The reactants are O (water), C([O-])([O-])=O.[K+].[K+] (potassium carbonate), C(=O)(OCC)C1=C2C(C(=O)NC2=O)=CC=C1 (carbethoxyphthalimide), NCC=1C=C2CC(C(C2=CC1)OCOC)CCC(C)N(CCC)CCC (5-aminomethyl-2-(3-dipropylaminobutyl)-1-methoxymethoxy-indane). Run in CN(C)C=O (DMF). Reaction conditions: time 3 hour. Yields the product C(CC)N(CCCCC1C(C2=CC=C(C=C2C1)CN1C(C2=CC=CC=C2C1=O)=O)OCOC)CCC (2-[2-(4-dipropylaminobutyl)-1-methoxymethoxy-indan-5-ylmethyl]-isoindole-1,3-dione). The yield is 131.4%. Reaction SMILES: N[CH2:2][C:3]1[CH:4]=[C:5]2[C:9](=[CH:10][CH:11]=1)[CH:8]([O:12][CH2:13][O:14][CH3:15])[CH:7]([CH2:16][CH2:17][CH:18](N(CCC)CCC)[CH3:19])[CH2:6]2.C(=O)([O-])[O-].[K+].[K+].C([C:38]1[CH:48]=[CH:47][CH:46]=[C:40]2[C:41]([NH:43][C:44](=[O:45])[C:39]=12)=[O:42])(OCC)=O.O>CN(C=O)C>[CH2:41]([N:43]([CH2:44][CH2:39][CH3:38])[CH2:19][CH2:18][CH2:17][CH2:16][CH:7]1[CH2:6][C:5]2[C:9](=[CH:10][CH:11]=[C:3]([CH2:2][N:43]3[C:44](=[O:45])[C:39]4[C:40](=[CH:46][CH:47]=[CH:48][CH:38]=4)[C:41]3=[O:42])[CH:4]=2)[CH:8]1[O:12][CH2:13][O:14][CH3:15])[CH2:40][CH3:46] |f:1.2.3|. Reported procedure: The compound (189.7 mg) obtained in Example 127-10 was dissolved in DMF (5.69 ml) and added with potassium carbonate (108.5 mg) and carbethoxyphthalimide (172.0 mg), followed by stirring at room temperature for 3 hours. The reaction solution was added with water. Then, the solution was subjected to separation/extraction with chloroform, dried with anhydrous sodium sulfate, and concentrated under reduced pressure. The residue was purified through silica gel column chromatography (chloroform/metha... The reactants are O1[C@H](COC2=C1C=CC=C2)C(=O)N2C[C@H](CCC2)C2=CC=C(C=C2)F ((R)-2,3-Dihydrobenzo[1,4]dioxin-2-yl-[(R*)-3-(4-fluorophenyl)piperidin-1-yl]methanone), B.C1CCOC1 (BH3THF). Yields the product O1[C@H](COC2=C1C=CC=C2)CN2C[C@H](CCC2)C2=CC=C(C=C2)F ((R*)-1-[(S)-1-(2,3-Dihydrobenzo[1,4]dioxin-2-yl)methyl]-3-(4-fluorophenyl)piperidine). Yield: 84.3%. RXN SMILES: [O:1]1[C:6]2[CH:7]=[CH:8][CH:9]=[CH:10][C:5]=2[O:4][CH2:3][C@@H:2]1[C:11]([N:13]1[CH2:18][CH2:17][CH2:16][C@H:15]([C:19]2[CH:24]=[CH:23][C:22]([F:25])=[CH:21][CH:20]=2)[CH2:14]1)=O.B.C1COCC1>>[O:1]1[C:6]2[CH:7]=[CH:8][CH:9]=[CH:10][C:5]=2[O:4][CH2:3][C@@H:2]1[CH2:11][N:13]1[CH2:18][CH2:17][CH2:16][C@H:15]([C:19]2[CH:24]=[CH:23][C:22]([F:25])=[CH:21][CH:20]=2)[CH2:14]1 |f:1.2|. Procedure details: (R)-2,3-Dihydrobenzo[1,4]dioxin-2-yl-[(R*)-3-(4-fluorophenyl)piperidin-1-yl]methanone (20 mg, 0.058 mmol) was treated with BH3THF according to the above general procedure. Flash chromatography gave 16 mg of the title compound. Starting materials: C(C)(C)(C)C=1N=C(C2=C(N1)N(N=N2)CC2=C(C=CC=C2)Cl)N2CCOCC2 (5-tert-Butyl-3-(2-chloro-benzyl)-7-morpholin-4-yl-3H-[1,2,3]triazolo[4,5-d]pyrimidine), C(C)(C)(C)C=1N=C(C2=C(N1)N(N=N2)CC2=C(C=CC=C2)Cl)Cl (5-tert-butyl-7-chloro-3-(2-chlorobenzyl)-3H-[1,2,3]triazolo[4,5-d]pyrimidine), Cl.N1[C@@H](CCC1)C#N ((S)-pyrrolidine-2-carbonitrile hydrochloride). Product: C(C)(C)(C)C=1N=C(C2=C(N1)N(N=N2)CC2=C(C=CC=C2)Cl)N2[C@@H](CCC2)C#N ((S)-1-[5-tert-Butyl-3-(2-chloro-benzyl)-3H-[1,2,3]triazolo[4,5-d]pyrimidin-7-yl]-pyrrolidine-2-carbonitrile), solid. Yield: 65.0%. As a reaction SMILES: [C:1]([C:5]1[N:6]=[C:7]([N:22]2[CH2:27][CH2:26]O[CH2:24][CH2:23]2)[C:8]2[N:13]=[N:12][N:11]([CH2:14][C:15]3[CH:20]=[CH:19][CH:18]=[CH:17][C:16]=3[Cl:21])[C:9]=2[N:10]=1)([CH3:4])([CH3:3])[CH3:2].C([C:32]1[N:33]=C(Cl)C2N=NN(CC3C=CC=CC=3Cl)C=2N=1)(C)(C)C.Cl.N1CCC[C@H]1C#N>>[C:1]([C:5]1[N:6]=[C:7]([N:22]2[CH2:27][CH2:26][CH2:24][C@H:23]2[C:32]#[N:33])[C:8]2[N:13]=[N:12][N:11]([CH2:14][C:15]3[CH:20]=[CH:19][CH:18]=[CH:17][C:16]=3[Cl:21])[C:9]=2[N:10]=1)([CH3:4])([CH3:3])[CH3:2] |f:2.3|. Procedure: In analogy to the procedure described for the synthesis of 5-tert-butyl-3-(2-chloro-benzyl)-7-morpholin-4-yl-3H-[1,2,3]triazolo[4,5-d]pyrimidine (example 1, step c), the title compound was prepared from 5-tert-butyl-7-chloro-3-(2-chlorobenzyl)-3H-[1,2,3]triazolo[4,5-d]pyrimidine and (S)-pyrrolidine-2-carbonitrile hydrochloride and isolated as light-yellow solid (11.5 mg, 65%). MS (m/e): 396.4 (MH+).